Dataset: the Open Reaction Database (ORD), a public repository of structured organic reaction records. Task: describe an organic reaction: reactants, conditions, products, and yield Reactants: BrC1=C(C=CC(=C1)[N+](=O)[O-])O (2-bromo-4-nitrophenol), [Cl-].[NH4+] (ammonium chloride), BrC1=C(C=CC(=C1)[N+](=O)[O-])O (2-bromo-4-nitrophenol). Reagents/catalysts: [Fe] (iron). The solvent is CO (methanol). Yields the product NC1=CC(=C(C=C1)O)Br (4-amino-2-bromophenol). RXN SMILES: [Br:1][C:2]1[CH:7]=[C:6]([N+:8]([O-])=O)[CH:5]=[CH:4][C:3]=1[OH:11].[Cl-].[NH4+]>[Fe].CO>[NH2:8][C:6]1[CH:5]=[CH:4][C:3]([OH:11])=[C:2]([Br:1])[CH:7]=1 |f:1.2|. Procedure details: The target compound was obtained by reducing 2-bromo-4-nitrophenol with iron in a mixed solution of methanol and ammonium chloride aqueous solution. 2-bromo-4-nitrophenol was manufactured by the method described in the literature (J. Org. Chem., Vol. 62, 1997, p. 4504). The reactants are C1COCCN1, CCCCO, ClC(Cl)Cl, N#Cc1nc(Cl)c2ccc(-c3ccccn3)cc2c1-c1cccc(F)c1. The product is N#Cc1nc(N2CCOCC2)c2ccc(-c3ccccn3)cc2c1-c1cccc(F)c1. As a reaction SMILES: [CH2:1]1[CH2:2][O:3][CH2:4][CH2:5][NH:6]1.[CH2:33]([OH:34])[CH2:35][CH2:36][CH3:37].[Cl:38][CH:39]([Cl:40])[Cl:41].[Cl:7][c:8]1[n:9][c:10]([C:31]#[N:32])[c:11](-[c:24]2[cH:25][c:26]([F:30])[cH:27][cH:28][cH:29]2)[c:12]2[cH:13][c:14](-[c:18]3[n:19][cH:20][cH:21][cH:22][cH:23]3)[cH:15][cH:16][c:17]12>>[CH2:1]1[CH2:2][O:3][CH2:4][CH2:5][N:6]1[c:8]1[n:9][c:10]([C:31]#[N:32])[c:11](-[c:24]2[cH:25][c:26]([F:30])[cH:27][cH:28][cH:29]2)[c:12]2[cH:13][c:14](-[c:18]3[n:19][cH:20][cH:21][cH:22][cH:23]3)[cH:15][cH:16][c:17]12.